Dataset: the Open Reaction Database (ORD), a public repository of structured organic reaction records. Task: describe an organic reaction: reactants, conditions, products, and yield The reactants are C(C(C)(C)C)(=O)Cl (pivaloyl chloride), [OH-].[K+] (potassium hydroxide), C(C)(C)(C)OO (tert-butyl hydroperoxide), [OH-].[K+] (potassium hydroxide), C(C)(C)(C)OO (tert-butyl hydroperoxide), Cl (hydrochloric acid), CCCCCCCCCC(C)C (isododecane). Solvent: O (water), O (water), O (water), O (water), O (water). Product: C(C(C)(C)C)(=O)OOC(C)(C)C (tert-butyl peroxypivalate). Isolated yield 93.7%. As a reaction SMILES: [C:1]([O:5][OH:6])([CH3:4])([CH3:3])[CH3:2].[OH-].[K+].[C:9](Cl)(=[O:14])[C:10]([CH3:13])([CH3:12])[CH3:11].Cl.CCCCCCCCCC(C)C>O>[C:9]([O:6][O:5][C:1]([CH3:4])([CH3:3])[CH3:2])(=[O:14])[C:10]([CH3:13])([CH3:12])[CH3:11] |f:1.2|. Procedure details: Before the start of the reaction, the loop reactor is filled with a solution of 26.0% by weight of tert-butyl hydroperoxide and 16.2% by weight of potassium hydroxide in water. Initially 26.0 kg/h of a solution of 70% by weight of tert-butyl hydroperoxide in water, 25.0 kg/h of a solution of 45% by weight of potassium hydroxide in water, 26.4 kg/h of water and 18.0 kg/h of pivaloyl chloride are then fed to the loop reactor. Cooling with cooling water keeps the internal temperature at 15° C. in t...